From a dataset of the Open Reaction Database (ORD), a public repository of structured organic reaction records. describe an organic reaction: reactants, conditions, products, and yield Starting materials: FC1=C(C=CC=C1)CC(C(=O)OCC)=O (Ethyl (2-fluorophenyl)pyruvate), C(C(=O)OCC)(=O)OCC (diethyl oxalate), COC=1C=C(CBr)C=CC1 (3-methoxybenzyl bromide), [Mg] (magnesium). The product is COC=1C=C(C=CC1)CC(C(=O)OCC)=O (Ethyl (3-methoxyphenyl)pyruvate). Isolated yield 74.0%. As a reaction SMILES: F[C:2]1[CH:7]=[CH:6][CH:5]=[CH:4][C:3]=1[CH2:8][C:9](=[O:15])[C:10]([O:12][CH2:13][CH3:14])=[O:11].[CH3:16][O:17]C1C=C(C=CC=1)CBr.[Mg].C(OCC)(=O)C(OCC)=O>>[CH3:16][O:17][C:7]1[CH:2]=[C:3]([CH2:8][C:9](=[O:15])[C:10]([O:12][CH2:13][CH3:14])=[O:11])[CH:4]=[CH:5][CH:6]=1. Reported procedure: The title compound was prepared as described for B4 using 3-methoxybenzyl bromide (1.5 g, 7.46 mmol), magnesium (0.199 g, 8.21 mmol) and diethyl oxalate (2.18 g, 14.92 mmol). The product was isolated in the form of colorless oil in 74% yield and used instantly in next step. Starting materials: Cl (HCl), Cl.N[C@](C(=O)O)(C1=CC=C(C=C1)OC)C ((S)-α-amino-4-methoxy-α-methyl-benzeneacetic acid, hydrochloride salt), CCO (EtOH). Reaction conditions: temperature 20 celsius, time 1 hour. Product: N[C@](C(=O)OCC)(C1=CC=C(C=C1)OC)C ((S)-α-Amino-4-methoxy-α-methylbenzeneacetic Acid, Ethyl Ester). Yield: 91.0%. Reaction SMILES: Cl.Cl.[NH2:3][C@@:4]([CH3:16])([C:8]1[CH:13]=[CH:12][C:11]([O:14][CH3:15])=[CH:10][CH:9]=1)[C:5]([OH:7])=[O:6].[CH3:17][CH2:18]O>>[NH2:3][C@@:4]([CH3:16])([C:8]1[CH:13]=[CH:12][C:11]([O:14][CH3:15])=[CH:10][CH:9]=1)[C:5]([O:7][CH2:17][CH3:18])=[O:6] |f:1.2|. Procedure: HCl gas was bubbled through a solution of (S)-α-amino-4-methoxy-α-methyl-benzeneacetic acid, hydrochloride salt (2.0 g, 8.6 mmol) in EtOH (25 mL) at 4° C. The solution was stirred for 1 hour at 20° C. before being refluxed for 5 hours. After cooling, the solution was concentrated in vacuo. The resulting oil was dissolved in CH2Cl2, and washed with aq. NaHCO3 ; the aqueous phase was back-extracted with CH2Cl2. The combined organic fractions were washed with H2O, brine and dried over Na2SO4 prior ... As a reaction SMILES: [CH3:1][S:2][C:3]1[C:4]2[C:5]3[C:9](=[CH:10][CH:11]=1)[NH:8][C:7](=[O:12])[C:6]=3[CH:13]=[CH:14][CH:15]=2.[H-].[Na+].Br[CH:19]([CH3:21])[CH3:20]>CN(C)C=O>[CH3:20][CH:19]([N:8]1[C:9]2[C:5]3[C:4](=[CH:15][CH:14]=[CH:13][C:6]=3[C:7]1=[O:12])[C:3]([S:2][CH3:1])=[CH:11][CH:10]=2)[CH3:21] |f:1.2|. Starting materials: CSC=1C=2C3=C(C(NC3=CC1)=O)C=CC2 (6-(Methylthio)-benz[cd]indol-2(1H)-one), [H-].[Na+] (sodium hydride), BrC(C)C (2-bromopropane). Reported procedure: A mixture of 2.0 g of 6-(methylthio)-benz[cd]indol-2(1H)-one (Example 2), 0.48 g of 60% sodium hydride and 2.33 ml of 2-bromopropane in 100 ml of N,N-dimethylformamide is reacted for 23 hours using the conditions of Example 4 to yield 1.15 g of the desired product as a bright yellow solid, m.p. 70°-71° C. Solvent: CN(C=O)C (N,N-dimethylformamide). The product is CC(C)N1C(C2=C3C(C(=CC=C13)SC)=CC=C2)=O (1-(1-Methylethyl)-6-(methylthio)-benz[cd]indol-2(1H)-one). The reactants are C(#N)C1=CC=C(NC=2SC3=C(C(N2)=O)C=CC=N3)C=C1 (2-(4-cyanoanilino)-4H-pyrido[3,2-e]-1,3-thiazin-4-one), [H-].[Li+] (lithium hydride), C(C1=CC=CC=C1)Br (benzyl bromide). Product: C(C1=CC=CC=C1)N1C(SC2=C(C1=O)C=CC=N2)=NC2=CC=C(C=C2)C#N (3-benzyl-2-[(4-cyanophenyl)imino]-2,3-dihydro-4H-pyrido[3,2-e]-1,3-thiazin-4-one). Isolated yield 70.1%. As a reaction SMILES: [C:1]([C:3]1[CH:20]=[CH:19][C:6]([NH:7][C:8]2[S:9][C:10]3[N:18]=[CH:17][CH:16]=[CH:15][C:11]=3[C:12](=[O:14])[N:13]=2)=[CH:5][CH:4]=1)#[N:2].[H-].[Li+].[CH2:23](Br)[C:24]1[CH:29]=[CH:28][CH:27]=[CH:26][CH:25]=1>>[CH2:23]([N:13]1[C:12](=[O:14])[C:11]2[CH:15]=[CH:16][CH:17]=[N:18][C:10]=2[S:9][C:8]1=[N:7][C:6]1[CH:19]=[CH:20][C:3]([C:1]#[N:2])=[CH:4][CH:5]=1)[C:24]1[CH:29]=[CH:28][CH:27]=[CH:26][CH:25]=1 |f:1.2|. Procedure details: The reaction procedure of Example 11 was followed except that 900 mg (3.21 mmol) of 2-(4-cyanoanilino)-4H-pyrido[3,2-e]-1,3-thiazin-4-one, 28 mg of lithium hydride and 604 mg of benzyl bromide were used. The resulting residue was then purified through silica gel column chromatography (eluant: chloroform) to obtain 834 mg of 3-benzyl-2-[(4-cyanophenyl)imino]-2,3-dihydro-4H-pyrido[3,2-e]-1,3-thiazin-4-one (70%, recrystallized from a mixture of ether and hexane) as a low polarity substance and 103 ... Starting materials: 4-bromomethyl-2'-[2-(1-methyl-1-phenylethyl)-2H-tetrasol-5-yl]biphenyl, C(CCC)N1C=C(C2=CC=CC=C12)C(=O)O (1-but-1-yl-1H-indole-3-carboxylic acid). The reagents and catalysts are [Pd] (palladium). The product is 1-butyl-2-[2'-92-(1-methyl-1-phenylethyl)-2H-tetrasol-5-yl)biphenyl-4-ylmethyl, N1C=C(C2=CC=CC=C12)C(=O)O (1H-indole-3-carboxylic acid). Reaction SMILES: C([N:5]1[C:13]2[C:8](=[CH:9][CH:10]=[CH:11][CH:12]=2)[C:7]([C:14]([OH:16])=[O:15])=[CH:6]1)CCC>[Pd]>[NH:5]1[C:13]2[C:8](=[CH:9][CH:10]=[CH:11][CH:12]=2)[C:7]([C:14]([OH:16])=[O:15])=[CH:6]1. Procedure: reacting the 4-bromomethyl-2'-[2-(1-methyl-1-phenylethyl)-2H-tetrasol-5-yl]biphenyl with 2-transmetalated 1-but-1-yl-1H-indole-3-carboxylic acid in the presence of phosphinated palladium catalyst to give 1-butyl-2-[2'-92-(1-methyl-1-phenylethyl)-2H-tetrasol-5-yl)biphenyl-4-ylmethyl]-1H-indole-3-carboxylic acid; and The reactants are CN(C=O)C (Dimethylformamide), N1=C(C=CC=C1)C(=O)O (picolinic acid), C(C)NCC (diethylamine). Solvent: S(=O)(Cl)Cl (thionyl chloride). Conditions: temperature 0 celsius, time 3 hour. Yields the product C(C)N(C(C1=NC=CC=C1)=O)CC (N,N-Diethylpicolinamide). As a reaction SMILES: [N:1]1[CH:6]=[CH:5][CH:4]=[CH:3][C:2]=1[C:7]([OH:9])=O.CN(C)C=O.[CH2:15]([NH:17][CH2:18][CH3:19])[CH3:16]>S(Cl)(Cl)=O>[CH2:15]([N:17]([CH2:18][CH3:19])[C:7](=[O:9])[C:2]1[CH:3]=[CH:4][CH:5]=[CH:6][N:1]=1)[CH3:16]. Procedure: A slurry of picolinic acid (10.2 g, 83.3 mmol) in 100 mL of thionyl chloride was stirred at ambient temperature for 10 min. Dimethylformamide (0.5 mL) was carefully added dropwise via a syringe. After 3 hours the mixture became a clear, homogeneous solution. Excess thionyl chloride and dimethylformamide were removed under reduced pressure. The residue was azeotroped 3× with dry toluene, dissolved in 100 mL of dichloromethane, cooled to 0° C. and treated dropwise with diethylamine (34.5 mL, 330 m... The reactants are CC(=O)O[BH-](OC(C)=O)OC(C)=O, CC(=O)O, CCc1c(CC=O)cccc1-c1nnc(-c2ccc(CC(C)C)c(C#N)c2)s1, CC(=O)[O-], CCO, ClCCl, COC(=O)C1CNC1, [Na+], [Na+], O. Product: CCc1c(CCN2CC(C(=O)OC)C2)cccc1-c1nnc(-c2ccc(CC(C)C)c(C#N)c2)s1. As a reaction SMILES: [C:42]([O:43][BH-:44]([O:45][C:46](=[O:47])[CH3:48])[O:49][C:50](=[O:51])[CH3:52])(=[O:53])[CH3:54].[C:63]([OH:64])(=[O:65])[CH3:66].[CH2:1]([CH3:2])[c:3]1[c:4](-[c:12]2[n:13][n:14][c:15](-[c:17]3[cH:18][cH:19][c:20]([CH2:25][CH:26]([CH3:27])[CH3:28])[c:21]([C:22]#[N:23])[cH:24]3)[s:16]2)[cH:5][cH:6][cH:7][c:8]1[CH2:9][CH:10]=[O:11].[CH3:38][C:39](=[O:40])[O-:41].[CH3:56][CH2:57][OH:58].[Cl:59][CH2:60][Cl:61].[NH:29]1[CH2:30][CH:31]([C:33](=[O:34])[O:35][CH3:36])[CH2:32]1.[Na+:37].[Na+:55].[OH2:62]>>[CH2:1]([CH3:2])[c:3]1[c:4](-[c:12]2[n:13][n:14][c:15](-[c:17]3[cH:18][cH:19][c:20]([CH2:25][CH:26]([CH3:27])[CH3:28])[c:21]([C:22]#[N:23])[cH:24]3)[s:16]2)[cH:5][cH:6][cH:7][c:8]1[CH2:9][CH2:10][N:29]1[CH2:30][CH:31]([C:33](=[O:34])[O:35][CH3:36])[CH2:32]1.